This data is from the Open Reaction Database (ORD), a public repository of structured organic reaction records. The task is: describe an organic reaction: reactants, conditions, products, and yield The reactants are CCOC(CN(Cc1ccccc1)C(=O)CCOCCc1ccccc1)OCC, ClCCl, Cl, C1COCCO1. Product: O=CCN(Cc1ccccc1)C(=O)CCOCCc1ccccc1. As a reaction SMILES: [CH2:1]([c:2]1[cH:3][cH:4][cH:5][cH:6][cH:7]1)[N:8]([C:9]([CH2:10][CH2:11][O:12][CH2:13][CH2:14][c:15]1[cH:16][cH:17][cH:18][cH:19][cH:20]1)=[O:21])[CH2:22][CH:23]([O:24][CH2:28][CH3:29])[O:25][CH2:26][CH3:27].[Cl:31][CH2:32][Cl:33].[ClH:30].[O:34]1[CH2:35][CH2:36][O:37][CH2:38][CH2:39]1>>[CH2:1]([c:2]1[cH:3][cH:4][cH:5][cH:6][cH:7]1)[N:8]([C:9]([CH2:10][CH2:11][O:12][CH2:13][CH2:14][c:15]1[cH:16][cH:17][cH:18][cH:19][cH:20]1)=[O:21])[CH2:22][CH:23]=[O:24]. The reactants are BrC1=C(C=C(C=N1)O)Cl (6-bromo-5-chloropyridin-3-ol), C1(=CC=CC=C1)B(O)O (phenylboronic acid), C(=O)([O-])[O-].[Na+].[Na+] (Na2CO3), palladium tetrakistriphenylphosphine. Run in O1CCOCC1 (1,4-dioxane). Run at temperature 80 celsius, time 3.5 hour. Product: ClC=1C=C(C=NC1C1=CC=CC=C1)O (5-chloro-6-phenylpyridin-3-ol). Isolated yield 67.9%. Reaction SMILES: Br[C:2]1[N:7]=[CH:6][C:5]([OH:8])=[CH:4][C:3]=1[Cl:9].[C:10]1(B(O)O)[CH:15]=[CH:14][CH:13]=[CH:12][CH:11]=1.C([O-])([O-])=O.[Na+].[Na+]>O1CCOCC1>[Cl:9][C:3]1[CH:4]=[C:5]([OH:8])[CH:6]=[N:7][C:2]=1[C:10]1[CH:15]=[CH:14][CH:13]=[CH:12][CH:11]=1 |f:2.3.4|. Procedure: To a solution of 6-bromo-5-chloropyridin-3-ol (Preparation 239, 100 mg, 0.48 mmol), and phenylboronic acid (117 mg, 0.96 mmol) in 1,4-dioxane (5 mL) under nitrogen was added 2M aqueous Na2CO3 solution (1 mL) and palladium tetrakistriphenylphosphine (28 mg, 0.024 mmol). The mixture was stirred at 80° C. for 3.5 hours. The reaction mixture was allowed to cool to room temperature and partitioned between water and EtOAc. The desired product was in the aqueous phase (pH ˜11). The organic phase was wa...